This data is from the Open Reaction Database (ORD), a public repository of structured organic reaction records. The task is: describe an organic reaction: reactants, conditions, products, and yield Starting materials: O=C(CNCCC1CCCCN1)c1ccccc1, CC#N, O=C1Nc2cccnc2N(C(=O)CCl)c2ccccc21, [Na+], [Na+], O=C([O-])[O-]. Product: O=C(CNCCC1CCCCN1CC(=O)N1c2ccccc2C(=O)Nc2cccnc21)c1ccccc1. Reaction SMILES: [C:21]([c:22]1[cH:23][cH:24][cH:25][cH:26][cH:27]1)(=[O:28])[CH2:29][NH:30][CH2:31][CH2:32][CH:33]1[NH:34][CH2:35][CH2:36][CH2:37][CH2:38]1.[CH3:45][C:46]#[N:47].[Cl:1][CH2:2][C:3](=[O:4])[N:5]1[c:6]2[c:7]([cH:17][cH:18][cH:19][n:20]2)[NH:8][C:9](=[O:16])[c:10]2[c:11]1[cH:12][cH:13][cH:14][cH:15]2.[Na+:39].[Na+:40].[O-:41][C:42](=[O:43])[O-:44]>>[CH2:2]([C:3](=[O:4])[N:5]1[c:6]2[c:7]([cH:17][cH:18][cH:19][n:20]2)[NH:8][C:9](=[O:16])[c:10]2[c:11]1[cH:12][cH:13][cH:14][cH:15]2)[N:34]1[CH:33]([CH2:32][CH2:31][NH:30][CH2:29][C:21]([c:22]2[cH:23][cH:24][cH:25][cH:26][cH:27]2)=[O:28])[CH2:38][CH2:37][CH2:36][CH2:35]1. The reactants are C(=O)(N1C=NC=C1)N1C=NC=C1 (1,1'-Carbonyldiimidazole), [N+]1(=CC=C(C=C1)C(=O)O)[O-] (4-pyridinecarboxylic acid-1-oxide), ClC1=CC=C(C=C1)N (4-chlorobenzenamine). Solvent: CN(C=O)C (dimethylformamide), CN(C=O)C (dimethylformamide). Conditions: time 45 minute. The product is ClC1=CC=C(C=C1)NC(=O)C1=CC=[N+](C=C1)[O-] (N-(4-chlorophenyl)-4-pyridinecarboxamide-1-oxide), hydrate. Reaction SMILES: C(N1C=CN=C1)(N1C=CN=C1)=O.[N+:13]1([O-:22])[CH:18]=[CH:17][C:16]([C:19]([OH:21])=O)=[CH:15][CH:14]=1.[Cl:23][C:24]1[CH:29]=[CH:28][C:27]([NH2:30])=[CH:26][CH:25]=1>CN(C)C=O>[Cl:23][C:24]1[CH:29]=[CH:28][C:27]([NH:30][C:19]([C:16]2[CH:15]=[CH:14][N+:13]([O-:22])=[CH:18][CH:17]=2)=[O:21])=[CH:26][CH:25]=1. Procedure details: 1,1'-Carbonyldiimidazole (3.829 g, 23.6 mmol) was added to a suspension of 4-pyridinecarboxylic acid-1-oxide (2.986 g, 21.5 mmol) in dry dimethylformamide (50 ml) and the resulting solution was stirred for 45 minutes and treated with a solution of 4-chlorobenzenamine (3.012 g, 23.6 mmol) in dry dimethylformamide (20 ml). After 18 hours, the solution was evaporated in vacuo to give an oil which slowly solidified. The solid was recrystallised from ethyl acetate-cyclohexane and suspended in saturat...